Dataset: the Open Reaction Database (ORD), a public repository of structured organic reaction records. Task: describe an organic reaction: reactants, conditions, products, and yield Starting materials: CCCN(C)c1cnc(CN(Cc2ccccc2)CC(O)COC)c(Cl)n1, CC(C)(C)[O-], [K+], CN(C)C=O, O. The product is CCCN(C)c1cnc2c(n1)OC(COC)CN(Cc1ccccc1)C2. Reaction SMILES: [CH2:1]([c:2]1[cH:3][cH:4][cH:5][cH:6][cH:7]1)[N:8]([CH2:9][CH:10]([CH2:11][O:12][CH3:13])[OH:14])[CH2:15][c:16]1[n:17][cH:18][c:19]([N:23]([CH2:24][CH2:25][CH3:26])[CH3:27])[n:20][c:21]1[Cl:22].[CH3:28][C:29]([CH3:30])([O-:31])[CH3:32].[K+:33].[O:35]=[CH:36][N:37]([CH3:38])[CH3:39].[OH2:34]>>[CH2:1]([c:2]1[cH:3][cH:4][cH:5][cH:6][cH:7]1)[N:8]1[CH2:9][CH:10]([CH2:11][O:12][CH3:13])[O:14][c:21]2[c:16]([n:17][cH:18][c:19]([N:23]([CH2:24][CH2:25][CH3:26])[CH3:27])[n:20]2)[CH2:15]1. Reactants: CC(C)(C)OC(=O)Nc1cc2ccn(-c3ccc([N+](=O)[O-])cc3)c(=O)c2cc1F, O=C([O-])[O-], CI, [Cs+], [Cs+], CN(C)C=O. The product is CN(C(=O)OC(C)(C)C)c1cc2ccn(-c3ccc([N+](=O)[O-])cc3)c(=O)c2cc1F. RXN SMILES: [C:1]([CH3:2])([CH3:3])([CH3:4])[O:5][C:6]([NH:7][c:8]1[cH:9][c:10]2[cH:11][cH:12][n:13](-[c:20]3[cH:21][cH:22][c:23]([N+:26](=[O:27])[O-:28])[cH:24][cH:25]3)[c:14](=[O:19])[c:15]2[cH:16][c:17]1[F:18])=[O:29].[C:30](=[O:31])([O-:32])[O-:33].[CH3:36][I:37].[Cs+:34].[Cs+:35].[O:38]=[CH:39][N:40]([CH3:41])[CH3:42]>>[C:1]([CH3:2])([CH3:3])([CH3:4])[O:5][C:6]([N:7]([c:8]1[cH:9][c:10]2[cH:11][cH:12][n:13](-[c:20]3[cH:21][cH:22][c:23]([N+:26](=[O:27])[O-:28])[cH:24][cH:25]3)[c:14](=[O:19])[c:15]2[cH:16][c:17]1[F:18])[CH3:30])=[O:29]. Starting materials: C(C)[Zn]CC (Diethylzinc), C=C(C)C=1C=C2C=CC(=CC2=CC1)C(=O)OC (methyl 6-(prop-1-en-2-yl)-2-naphthoate), ClC(C)Cl (dichloroethane), ICI (Diiodomethane), resultant mixture. Run in [Cl-].[NH4+] (ammonium chloride). Yields the product CC1(CC1)C=1C=C2C=CC(=CC2=CC1)C(=O)OC (Methyl 6-(1-methylcyclopropyl)-2-naphthoate). The yield is 151.5%. Reaction SMILES: [CH2:1]([Zn]CC)C.[CH2:6]=[C:7]([C:9]1[CH:10]=[C:11]2[C:16](=[CH:17][CH:18]=1)[CH:15]=[C:14]([C:19]([O:21][CH3:22])=[O:20])[CH:13]=[CH:12]2)[CH3:8].ClC(Cl)C.ICI>[Cl-].[NH4+]>[CH3:6][C:7]1([C:9]2[CH:10]=[C:11]3[C:16](=[CH:17][CH:18]=2)[CH:15]=[C:14]([C:19]([O:21][CH3:22])=[O:20])[CH:13]=[CH:12]3)[CH2:1][CH2:8]1 |f:4.5|. Procedure details: Diethylzinc (1.0 M in Hexane)(6.30 ml, 6.30 mmol) was added to a solution of methyl 6-(prop-1-en-2-yl)-2-naphthoate (0.57 g, 2.5 mmol).in dichloroethane at 0° C. Diiodomethane (1.01 ml, 12.6 mmol) was then added dropwise to the mixture solution and the resultant mixture was stirred at 60° C. for 20 h. The reaction mixture was cooled to room temperature, diluted with saturated aqueous ammonium chloride (30 mL), and the mixture was extracted with CH2Cl2 (30 ml×3). The combined organic layer was wa... Starting materials: N[C@H](C(=O)NCCCC[C@@H](CO)N(CC(C)C)S(=O)(=O)C1=CC=C(C=C1)N)CC1=CC2=CC=CC=C2C=C1 ((2S,5S)-2-Amino-N-{5-[(4-amino-benzenesulfonyl)-isobutyl-amino]-6-hydroxy-hexyl}-3-naphthalen-2-yl-propionamide), N[C@H](C(=O)NCCCC[C@@H](CO)N(CC(C)C)S(=O)(=O)C1=CC=C(C=C1)N)CC1=CC2=CC=CC=C2C=C1 ((2S,5S)-2-Amino-N-{5-[(4-amino-benzenesulfonyl)-isobutyl-amino]-6-hydroxy-hexyl}-3-naphthalen-2-yl-propionamide), C(C)=O (acetaldehyde). The product is NC1=CC=C(C=C1)S(=O)(=O)N([C@@H](CCCCNC([C@H](CC1=CC2=CC=CC=C2C=C1)NCC)=O)CO)CC(C)C ((2S,5S)-N-{5-[(4-Amino-benzenesulfonyl)-isobutyl-amino]-6-hydroxy-hexyl}-2-ethylamino-3-naphthalen-2-yl-propionamide). As a reaction SMILES: [NH2:1][C@@H:2]([CH2:28][C:29]1[CH:38]=[CH:37][C:36]2[C:31](=[CH:32][CH:33]=[CH:34][CH:35]=2)[CH:30]=1)[C:3]([NH:5][CH2:6][CH2:7][CH2:8][CH2:9][C@H:10]([N:13]([S:18]([C:21]1[CH:26]=[CH:25][C:24]([NH2:27])=[CH:23][CH:22]=1)(=[O:20])=[O:19])[CH2:14][CH:15]([CH3:17])[CH3:16])[CH2:11][OH:12])=[O:4].[CH:39](=O)[CH3:40]>>[NH2:27][C:24]1[CH:23]=[CH:22][C:21]([S:18]([N:13]([CH2:14][CH:15]([CH3:17])[CH3:16])[C@H:10]([CH2:11][OH:12])[CH2:9][CH2:8][CH2:7][CH2:6][NH:5][C:3](=[O:4])[C@@H:2]([NH:1][CH2:39][CH3:40])[CH2:28][C:29]2[CH:38]=[CH:37][C:36]3[C:31](=[CH:32][CH:33]=[CH:34][CH:35]=3)[CH:30]=2)(=[O:20])=[O:19])=[CH:26][CH:25]=1. Procedure: The title compound was prepared from (2S,5S)-2-amino-N-{5-[(4-amino-benzenesulfonyl)-isobutyl-amino]-6-hydroxy-hexyl}-3-naphthalen-2-yl-propionamide (product of example 49) as described in general procedure F using acetaldehyde. The final product was obtained in 37% yield. Starting materials: ClS(=O)(=O)C1=C(C(=O)Cl)C=CC=C1 (o-chlorosulfonylbenzoylchloride), dichlorotolylsultone, O.N (ammonia water). Run in CO (methanol). Product: C1=CC=C2C(=C1)C(=O)NS2(=O)=O (o-sulfobenzimide). Yield: 93.0%. As a reaction SMILES: Cl[S:2]([C:5]1[CH:13]=[CH:12][CH:11]=[CH:10][C:6]=1[C:7](Cl)=[O:8])(=[O:4])=[O:3].O.[NH3:15]>CO>[CH:11]1[CH:10]=[C:6]2[C:7]([NH:15][S:2](=[O:4])(=[O:3])[C:5]2=[CH:13][CH:12]=1)=[O:8] |f:1.2|. Procedure details: A 20 g amount of the mixture of o-chlorosulfonylbenzoylchloride and dichlorotolylsultone was added dropwise to 40 ml of methanol with stirring at 15°-20° C. and the mixture was stirred and reacted for 1 hour. After the reaction, the reaction mixture was added dropwise to 35 g of 8% ammonia water with stirring at 20°-25° C., and the reaction mixture was kept for one night. Then, methanol was removed by distillation from the reaction mixture under a reduced pressure, and hydrochloric acid was adde... The reactants are C([O-])([O-])=O.[K+].[K+] (Potassium carbonate), CCO (EtOH), C(C)C(C(=O)OC(C)(C)C)C(=O)[O-] (tert-butyl ethylmalonate), C(#N)C=1C(=NC(=NC1C=C)SC)C1=CC(=CC=C1)[N+](=O)[O-] (5-cyano-2-methylthio-4-(3-nitro-phenyl)-6-vinylpyrimidine). The solvent is C1(=CC=CC=C1)C.C(Cl)Cl (toluene CH2Cl2), CCOC(=O)C (EtOAc). Conditions: time 40 minute. Product: C(#N)C=1C(=NC(=NC1CCC(C(=O)OC(C)(C)C)C(=O)OCC)SC)C1=CC(=CC=C1)[N+](=O)[O-] (tert-butyl ethyl (2-(5-cyano-2-methylthio-4-(3-nitro-phenyl)-pyrimidin-6-yl)-ethyl)-malonate). As a reaction SMILES: C(=O)([O-])[O-].[K+].[K+].[CH2:7]([CH:9]([C:17]([O-:19])=[O:18])[C:10]([O:12][C:13]([CH3:16])([CH3:15])[CH3:14])=[O:11])[CH3:8].[C:20]([C:22]1[C:23]([C:32]2[CH:37]=[CH:36][CH:35]=[C:34]([N+:38]([O-:40])=[O:39])[CH:33]=2)=[N:24][C:25]([S:30][CH3:31])=[N:26][C:27]=1C=C)#[N:21].[CH3:41][CH2:42]O>C1(C)C=CC=CC=1.C(Cl)Cl.CCOC(C)=O>[C:20]([C:22]1[C:23]([C:32]2[CH:37]=[CH:36][CH:35]=[C:34]([N+:38]([O-:40])=[O:39])[CH:33]=2)=[N:24][C:25]([S:30][CH3:31])=[N:26][C:27]=1[CH2:8][CH2:7][CH:9]([C:17]([O:19][CH2:41][CH3:42])=[O:18])[C:10]([O:12][C:13]([CH3:15])([CH3:14])[CH3:16])=[O:11])#[N:21] |f:0.1.2,6.7|. Reported procedure: Potassium carbonate (1.88 g) and tert-butyl ethylmalonate were suspended in EtOH (82 ml) and a solution of 5-cyano-2-methylthio-4-(3-nitro-phenyl)-6-vinylpyrimidine (example 27b, 2.71 g) in toluene/CH2Cl2 (33 ml) was slowly added (ca 1.5 h). After the addition was complete, the mixture was stirred for an additional 40 min. The mixture was diluted with EtOAc and washed with water (2×) and brine. The organic layer was dried (MgSO4) and concentrated under reduced pressure. The title compound was pu... Starting materials: C(C)(C)N1C(CC(C2=CC(=CC=C12)N)(C)C)=O ((1-isopropyl-4,4-dimethyl-2-oxo-1,2,3,4-tetrahydroquinolin-6-yl)amine), C(C)(C)N1C(CC(C2=CC(=CC=C12)N)(C)C)=O ((1-isopropyl-4,4-dimethyl-2-oxo-1,2,3,4-tetrahydroquinolin-6-yl)amine), [H-].[Al+3].[Li+].[H-].[H-].[H-] (lithium aluminum hydride). Solvent: O1CCCC1 (tetrahydrofuran). Reaction conditions: temperature 0 celsius, time 16 hour. The product is C(C)(C)N1CCC(C2=CC(=CC=C12)N)(C)C ((1-Isopropyl-4,4-dimethyl-1,2,3,4-tetrahydroquinolin-6-yl)amine). Reaction SMILES: [CH:1]([N:4]1[C:13]2[C:8](=[CH:9][C:10]([NH2:14])=[CH:11][CH:12]=2)[C:7]([CH3:16])([CH3:15])[CH2:6][C:5]1=O)([CH3:3])[CH3:2].[H-].[Al+3].[Li+].[H-].[H-].[H-]>O1CCCC1>[CH:1]([N:4]1[C:13]2[C:8](=[CH:9][C:10]([NH2:14])=[CH:11][CH:12]=2)[C:7]([CH3:16])([CH3:15])[CH2:6][CH2:5]1)([CH3:3])[CH3:2] |f:1.2.3.4.5.6|. Procedure: (1-Isopropyl-4,4-dimethyl-2-oxo-1,2,3,4-tetrahydroquinolin-6-yl)amine (Compound 1, 1.3 g, 5.6 mmol) was dissolved in tetrahydrofuran (80 mL) and the solution was cooled to 0° C. under argon. The solution was treated with 1M lithium aluminum hydride (15.0 mL, 15.0 mmol) and the reaction stirred at 0° C. to room temperature for 16 hours. The reaction was cooled to 0° C., poured onto ice and extracted with ether (2×). The combined organic extracts were washed with brine and dried (MgSO4). The filte...